From a dataset of the Open Reaction Database (ORD), a public repository of structured organic reaction records. describe an organic reaction: reactants, conditions, products, and yield Starting materials: C(C)OC=1C=C(C=CC1)N1C(=NC(=C1)C(=O)OCC)C1=C(C=C(C=C1)F)F (ethyl 1-(3-ethoxyphenyl)-2-(2,4-difluorophenyl)-1H-imidazole-4-carboxylate), [OH-].[Na+] (NaOH), Cl (Hydrochloric acid). The solvent is O1CCCC1 (tetrahydrofuran), O (water), CO (methanol). Run at time 4 hour. Product: C(C)OC=1C=C(C=CC1)N1C(=NC(=C1)C(=O)O)C1=C(C=C(C=C1)F)F (1-(3-Ethoxyphenyl)-2-(2,4-difluorophenyl)-1H-imidazole-4-carboxylic acid). As a reaction SMILES: [CH2:1]([O:3][C:4]1[CH:5]=[C:6]([N:10]2[CH:14]=[C:13]([C:15]([O:17]CC)=[O:16])[N:12]=[C:11]2[C:20]2[CH:25]=[CH:24][C:23]([F:26])=[CH:22][C:21]=2[F:27])[CH:7]=[CH:8][CH:9]=1)[CH3:2].[OH-].[Na+].Cl>O1CCCC1.O.CO>[CH2:1]([O:3][C:4]1[CH:5]=[C:6]([N:10]2[CH:14]=[C:13]([C:15]([OH:17])=[O:16])[N:12]=[C:11]2[C:20]2[CH:25]=[CH:24][C:23]([F:26])=[CH:22][C:21]=2[F:27])[CH:7]=[CH:8][CH:9]=1)[CH3:2] |f:1.2|. Procedure: To a solution of 0.10 g (0.27 mmol) of ethyl 1-(3-ethoxyphenyl)-2-(2,4-difluorophenyl)-1H-imidazole-4-carboxylate in 2 mL of tetrahydrofuran, 1 mL of water and 1 mL of methanol was added 0.20 mL (1.0 mmol) of 5.0 M NaOH solution. The reaction mixture was stirred at ambient temperature for 4 hrs. Hydrochloric acid (2.0 M) was then added to neutralize the reaction mixture. After removal of the organic solvents in vacuo, dichloromethane (10 mL) was added and the organic layer was separated. The aqu...